describe an organic reaction: reactants, conditions, products, and yield From a dataset of the Open Reaction Database (ORD), a public repository of structured organic reaction records. Reactants: Cc1cc(C(C)(C)C)c(O)c(C(C)(C)C)c1, CCO, C=Cc1ccc(CCl)cc1, [K+], [OH-], OCc1ccc(O)cc1. Yields the product C=Cc1ccc(COc2ccc(CO)cc2)cc1. Reaction SMILES: [C:12]([c:13]1[c:14]([OH:15])[c:16]([C:17]([CH3:18])([CH3:19])[CH3:20])[cH:21][c:22]([CH3:23])[cH:24]1)([CH3:25])([CH3:26])[CH3:27].[CH3:38][CH2:39][OH:40].[CH:28](=[CH2:29])[c:30]1[cH:31][cH:32][c:33]([CH2:34][Cl:35])[cH:36][cH:37]1.[K+:11].[OH-:10].[OH:1][c:2]1[cH:3][cH:4][c:5]([CH2:6][OH:7])[cH:8][cH:9]1>>[O:1]([c:2]1[cH:3][cH:4][c:5]([CH2:6][OH:7])[cH:8][cH:9]1)[CH2:34][c:33]1[cH:32][cH:31][c:30]([CH:28]=[CH2:29])[cH:37][cH:36]1. Starting materials: B(Cl)(Cl)Cl (boron trichloride), C(C)OC1=C(C=O)C=CC(=C1OCC)OCC (2,3,4-Triethoxybenzaldehyde), B(Cl)(Cl)Cl (boron trichloride), C(=O)(O)[O-].[Na+] (NaHCO3), Cl (HCl). Solvent: C(Cl)Cl (DCM). Run at temperature 0 celsius, time 2 hour. Yields the product C(C)OC1=C(C(=C(C=O)C=C1)O)O (4-Ethoxy-2,3-dihydroxybenzaldehyde), compound. Yield: 76.0%. Reaction SMILES: B(Cl)(Cl)Cl.C([O:7][C:8]1[C:15]([O:16]CC)=[C:14]([O:19][CH2:20][CH3:21])[CH:13]=[CH:12][C:9]=1[CH:10]=[O:11])C.C([O-])(O)=O.[Na+].Cl>C(Cl)Cl>[CH2:20]([O:19][C:14]1[CH:13]=[CH:12][C:9]([CH:10]=[O:11])=[C:8]([OH:7])[C:15]=1[OH:16])[CH3:21] |f:2.3|. Procedure details: A solution of boron trichloride (3.34 mL, 3.34 mmol 1M in DCM, 1 eq) was added dropwise to a solution of 33 (0.80 g, 3.34 mmol) in DCM at room temperature. The reaction mixture was stirred for 2 hours at this temperature then a further one equivalent of boron trichloride (3.34 mL, 3.34 mmol, 1M in DCM) was added and the reaction mixture was stirred at room temperature overnight. The reaction mixture was cooled to 0° C. and saturated NaHCO3 aq. was added, then made acidic by the dropwise addition... Reactants: C(C)OC1=CC=C(C=C1)C(CO)C(F)(F)F (2-(4-ethoxyphenyl)-3,3,3-triflouropropanol), O(C1=CC=CC=C1)C=1C=C(CBr)C=CC1 (3-phenoxybenzyl bromide), HCl ice water, [H-].[Na+] (sodium hydride). Solvent: CN(C)C=O (DMF), CN(C)C=O (DMF). Run at time 14 hour. Yields the product O(C1=CC=CC=C1)C=1C=C(COCC(C(F)(F)F)C2=CC=C(C=C2)OCC)C=CC1 (2-(4-ethoxyphenyl)-3,3,3-trifluoropropyl 3-phenoxybenzyl ether). The yield is 55.9%. RXN SMILES: [H-].[Na+].[CH2:3]([O:5][C:6]1[CH:11]=[CH:10][C:9]([CH:12]([C:15]([F:18])([F:17])[F:16])[CH2:13][OH:14])=[CH:8][CH:7]=1)[CH3:4].[O:19]([C:26]1[CH:27]=[C:28]([CH:31]=[CH:32][CH:33]=1)[CH2:29]Br)[C:20]1[CH:25]=[CH:24][CH:23]=[CH:22][CH:21]=1>CN(C=O)C>[O:19]([C:26]1[CH:27]=[C:28]([CH:31]=[CH:32][CH:33]=1)[CH2:29][O:14][CH2:13][CH:12]([C:9]1[CH:8]=[CH:7][C:6]([O:5][CH2:3][CH3:4])=[CH:11][CH:10]=1)[C:15]([F:16])([F:17])[F:18])[C:20]1[CH:21]=[CH:22][CH:23]=[CH:24][CH:25]=1 |f:0.1|. Reported procedure: Under a nitrogen atmosphere, 132 mg of sodium hydride (60% oil dispersion) was added to 20 ml of dry DMF. A solution of 0.77 g of 2-(4-ethoxyphenyl)-3,3,3-triflouropropanol and 0.69 g of 3-phenoxybenzyl bromide in 5 ml of dry DMF was then added at room temperature, and the reaction solution was stirred at that temperature for 14 hours. Thereafter, the reaction mixture was poured into dilute HCl-ice water and extracted twice with diethyl ether. The ether layers were combined, washed with saturate... Reaction SMILES: [CH2:1]([CH3:2])[O:3][C:4](=[O:5])[c:6]1[n:7][cH:8][c:9]2[nH:10][c:11]3[cH:12][cH:13][cH:14][c:15]([O:22][c:23]4[cH:24][cH:25][c:26]([NH2:29])[cH:27][cH:28]4)[c:16]3[c:17]2[c:18]1[CH2:19][O:20][CH3:21].[F:31][B-:32]([F:33])([F:34])[F:35].[H+:30].[N:36]([O-:37])=[O:38].[NH3:48].[Na+:39].[OH2:49].[P:40]([P:41]([OH:42])([OH:43])=[O:44])([OH:45])([OH:46])=[O:47]>>[CH2:1]([CH3:2])[O:3][C:4](=[O:5])[c:6]1[n:7][cH:8][c:9]2[nH:10][c:11]3[cH:12][cH:13][cH:14][c:15]([O:22][c:23]4[cH:24][cH:25][cH:26][cH:27][cH:28]4)[c:16]3[c:17]2[c:18]1[CH2:19][O:20][CH3:21]. Product: CCOC(=O)c1ncc2[nH]c3cccc(Oc4ccccc4)c3c2c1COC. Reactants: CCOC(=O)c1ncc2[nH]c3cccc(Oc4ccc(N)cc4)c3c2c1COC, F[B-](F)(F)F, [H+], O=N[O-], N, [Na+], O, O=P(O)(O)P(=O)(O)O. Reactants: [Cl-].[Li+] (Lithium chloride), CS(=O)C (dimethyl sulfoxide), C(C=C)C(C(=O)OCC)(C(=O)OCC)C(C)CC (diethyl allyl(sec-butyl)malonate). Run in O (water), O (water). Conditions: temperature 185 celsius, time 6 hour. Yields the product C(C)(CC)C(C(=O)OCC)CC=C (Ethyl 2-sec-butylpent-4-enoate). RXN SMILES: [Cl-].[Li+].CS(C)=O.[CH2:7]([C:10]([CH:21]([CH2:23][CH3:24])[CH3:22])(C(OCC)=O)[C:11]([O:13][CH2:14][CH3:15])=[O:12])[CH:8]=[CH2:9]>O>[CH:21]([CH:10]([CH2:7][CH:8]=[CH2:9])[C:11]([O:13][CH2:14][CH3:15])=[O:12])([CH2:23][CH3:24])[CH3:22] |f:0.1|. Reported procedure: Lithium chloride (9.67 g, 228.1 mmol) and water (2.05 mL, 113.9 mmol) were added to a dimethyl sulfoxide (60 mL) solution of diethyl allyl(sec-butyl)malonate (30.90 g, 120.5 mmol), and the mixture was stirred at 185° C. for 6 hours. The mixture was treated with water, followed by extraction with diethyl ether. The organic layer was dried over anhydrous magnesium sulfate. Then, the solvent was distilled off under reduced pressure to obtain the compound of interest as a brown oil substance. This c... The reactants are C1(=CC=CC=C1)O (phenol), product, ClC1=NC(=NC=C1)SC (4-chloro-2-methylthiopyrimidine), [H-].[Na+] (sodium hydride). Solvent: CN(C)C=O (DMF), CN(C)C=O (DMF), CN(C)C=O (DMF), CN(C)C=O (DMF), O (water). The product is CSC1=NC=CC(=N1)OC1=CC=CC=C1 (2-methylthio-4-phenoxypyrimidine). RXN SMILES: [H-].[Na+].[C:3]1([OH:9])[CH:8]=[CH:7][CH:6]=[CH:5][CH:4]=1.Cl[C:11]1[CH:16]=[CH:15][N:14]=[C:13]([S:17][CH3:18])[N:12]=1>CN(C=O)C.O>[CH3:18][S:17][C:13]1[N:14]=[C:15]([O:9][C:3]2[CH:8]=[CH:7][CH:6]=[CH:5][CH:4]=2)[CH:16]=[CH:11][N:12]=1 |f:0.1|. Procedure: To a suspension of sodium hydride (0.3 g,6.85 mmol, 50% dispersion in oil pre-washed with n-hexane) in dry DMF (4 ml) was added dropwise a solution of phenol (0.59 g, 6.23 mmol) in dry DMF (1 ml). The resulting mixture was stirred under an atmosphere of nitrogen until effervescence had ceased. The resulting mixture was diluted with dry DMF (3 ml) and then added dropwise to a stirred solution of 4-chloro-2-methylthiopyrimidine (1.00 g, 6.23 mmol) in dry DMF (3 ml) at 0° C. An exothermic reaction ...